From a dataset of the Open Reaction Database (ORD), a public repository of structured organic reaction records. describe an organic reaction: reactants, conditions, products, and yield Reactants: [Br-], Cc1ccc(C[P+](c2ccccc2)(c2ccccc2)c2ccccc2)cc1, Cc1ccc(C=O)cc1, Cc1ccccc1, [H-], [Na+], O. Yields the product Cc1ccc(C=Cc2ccc(C)cc2)cc1. Reaction SMILES: [Br-:1].[CH3:2][c:3]1[cH:4][cH:5][c:6]([CH2:7][P+:8]([c:9]2[cH:10][cH:11][cH:12][cH:13][cH:14]2)([c:15]2[cH:16][cH:17][cH:18][cH:19][cH:20]2)[c:21]2[cH:22][cH:23][cH:24][cH:25][cH:26]2)[cH:27][cH:28]1.[CH3:31][c:32]1[cH:33][cH:34][c:35]([CH:36]=[O:37])[cH:38][cH:39]1.[CH3:41][c:42]1[cH:43][cH:44][cH:45][cH:46][cH:47]1.[H-:30].[Na+:29].[OH2:40]>>[CH3:2][c:3]1[cH:4][cH:5][c:6]([CH:7]=[CH:36][c:35]2[cH:34][cH:33][c:32]([CH3:31])[cH:39][cH:38]2)[cH:27][cH:28]1. Starting materials: ClC=1C=C(C=CC1OC)NC(CN(CCCCCCC)CC)=O (N-(3-chloro-4-methoxyphenyl)-2-[ethyl(heptyl)amino]acetamide), [H-].[Al+3].[Li+].[H-].[H-].[H-] (lithium aluminum hydride). Product: ClC=1C=C(C=CC1OC)NCCN(CCCCCCC)CC (N-(3-Chloro-4-methoxyphenyl)-N'-ethyl-N'-heptyl-1,2-ethanediamine). RXN SMILES: [Cl:1][C:2]1[CH:3]=[C:4]([NH:10][C:11](=O)[CH2:12][N:13]([CH2:21][CH3:22])[CH2:14][CH2:15][CH2:16][CH2:17][CH2:18][CH2:19][CH3:20])[CH:5]=[CH:6][C:7]=1[O:8][CH3:9].[H-].[Al+3].[Li+].[H-].[H-].[H-]>>[Cl:1][C:2]1[CH:3]=[C:4]([NH:10][CH2:11][CH2:12][N:13]([CH2:21][CH3:22])[CH2:14][CH2:15][CH2:16][CH2:17][CH2:18][CH2:19][CH3:20])[CH:5]=[CH:6][C:7]=1[O:8][CH3:9] |f:1.2.3.4.5.6|. Reported procedure: In a manner similar to Preparation 2 react N-(3-chloro-4-methoxyphenyl)-2-[ethyl(heptyl)amino]acetamide with lithium aluminum hydride to obtain the title compound.